Dataset: the Open Reaction Database (ORD), a public repository of structured organic reaction records. Task: describe an organic reaction: reactants, conditions, products, and yield Starting materials: O=C([O-])[O-], COC(=O)c1cnccc1N, Cc1noc2nc(-c3cc(Cl)ccc3F)nc(Cl)c12, [Cs+], [Cs+], O=C(C=Cc1ccccc1)C=Cc1ccccc1, O=C(C=Cc1ccccc1)C=Cc1ccccc1, C1COCCO1, O=C(C=Cc1ccccc1)C=Cc1ccccc1, [Pd], [Pd], c1ccc(P(c2ccccc2)c2ccc3ccccc3c2-c2c(P(c3ccccc3)c3ccccc3)ccc3ccccc23)cc1. Yields the product COC(=O)c1cnccc1Nc1nc(-c2cc(Cl)ccc2F)nc2onc(C)c12. As a reaction SMILES: [C:77](=[O:78])([O-:79])[O-:80].[CH3:66][O:67][C:68]([c:69]1[cH:70][n:71][cH:72][cH:73][c:74]1[NH2:75])=[O:76].[Cl:1][c:2]1[c:3]2[c:4]([n:5][c:6](-[c:8]3[c:9]([F:15])[cH:10][cH:11][c:12]([Cl:14])[cH:13]3)[n:7]1)[o:16][n:17][c:18]2[CH3:19].[Cs+:81].[Cs+:82].[O:109]=[C:110]([CH:111]=[CH:112][c:113]1[cH:114][cH:115][cH:116][cH:117][cH:118]1)[CH:119]=[CH:120][c:121]1[cH:122][cH:123][cH:124][cH:125][cH:126]1.[O:127]=[C:128]([CH:129]=[CH:130][c:131]1[cH:132][cH:133][cH:134][cH:135][cH:136]1)[CH:137]=[CH:138][c:139]1[cH:140][cH:141][cH:142][cH:143][cH:144]1.[O:83]1[CH2:84][CH2:85][O:86][CH2:87][CH2:88]1.[O:91]=[C:92]([CH:93]=[CH:94][c:95]1[cH:96][cH:97][cH:98][cH:99][cH:100]1)[CH:101]=[CH:102][c:103]1[cH:104][cH:105][cH:106][cH:107][cH:108]1.[Pd:89].[Pd:90].[cH:20]1[cH:21][cH:22][c:23]([P:24]([c:25]2[cH:26][cH:27][c:28]3[c:29]([cH:30][cH:31][cH:32][cH:33]3)[c:34]2-[c:35]2[c:36]3[c:37]([cH:38][cH:39][cH:40][cH:41]3)[cH:42][cH:43][c:44]2[P:45]([c:46]2[cH:47][cH:48][cH:49][cH:50][cH:51]2)[c:52]2[cH:53][cH:54][cH:55][cH:56][cH:57]2)[c:58]2[cH:59][cH:60][cH:61][cH:62][cH:63]2)[cH:64][cH:65]1>>[c:2]1([NH:75][c:74]2[c:69]([C:68]([O:67][CH3:66])=[O:76])[cH:70][n:71][cH:72][cH:73]2)[c:3]2[c:4]([n:5][c:6](-[c:8]3[c:9]([F:15])[cH:10][cH:11][c:12]([Cl:14])[cH:13]3)[n:7]1)[o:16][n:17][c:18]2[CH3:19]. Reactants: O=C([O-])[O-], Clc1ccc(OC2CCCC2)cn1, [Cs+], [Cs+], CN(C)C=O, CC(=O)NCCc1ccc(O)cc1. Product: CC(=O)NCCc1ccc(Oc2ccc(OC3CCCC3)cn2)cc1. RXN SMILES: [C:27](=[O:28])([O-:29])[O-:30].[Cl:14][c:15]1[n:16][cH:17][c:18]([O:21][CH:22]2[CH2:23][CH2:24][CH2:25][CH2:26]2)[cH:19][cH:20]1.[Cs+:31].[Cs+:32].[O:33]=[CH:34][N:35]([CH3:36])[CH3:37].[OH:1][c:2]1[cH:3][cH:4][c:5]([CH2:8][CH2:9][NH:10][C:11]([CH3:12])=[O:13])[cH:6][cH:7]1>>[O:1]([c:2]1[cH:3][cH:4][c:5]([CH2:8][CH2:9][NH:10][C:11]([CH3:12])=[O:13])[cH:6][cH:7]1)[c:15]1[n:16][cH:17][c:18]([O:21][CH:22]2[CH2:23][CH2:24][CH2:25][CH2:26]2)[cH:19][cH:20]1. The reactants are COC=1C=C(C=CC1OC)C(=CC(=O)[O-])C1=CC(=C(C=C1)OC)OC (3,3-bis-(3,4-dimethoxyphenyl)acrylate), C(C)N(C(=O)CP([O-])([O-])=O)CC (diethylcarbamoylmethylphosphonate), C[Si]([N-][Si](C)(C)C)(C)C.[Li+] (lithium hexamethyldisilazide), C(C)OC=1C=C(C(=O)C2=CC=CC=C2)C=CC1OC (3-ethoxy-4-methoxybenzophenone). Product: C1(=CC=CC=C1)C(=CC(=O)N)C1=CC(=C(C=C1)OC)OCC (3-Phenyl-3-(3'-ethoxy-4-methoxyphenyl)acrylamide), mixture. Yield: 17.0%. RXN SMILES: COC1C=C(C(C2C=CC(OC)=C(OC)C=2)=CC([O-])=O)C=CC=1OC.[CH2:26]([O:28][C:29]1[CH:30]=[C:31]([CH:40]=[CH:41][C:42]=1[O:43][CH3:44])[C:32]([C:34]1[CH:39]=[CH:38][CH:37]=[CH:36][CH:35]=1)=O)[CH3:27].C([N:47](CC)[C:48]([CH2:50]P(=O)([O-])[O-])=[O:49])C.C[Si](C)(C)[N-][Si](C)(C)C.[Li+]>>[C:34]1([C:32]([C:31]2[CH:40]=[CH:41][C:42]([O:43][CH3:44])=[C:29]([O:28][CH2:26][CH3:27])[CH:30]=2)=[CH:50][C:48]([NH2:47])=[O:49])[CH:39]=[CH:38][CH:37]=[CH:36][CH:35]=1 |f:3.4|. Reported procedure: The acrylamide was prepared analogously to 3,3-bis-(3,4-dimethoxyphenyl)acrylate using 3-ethoxy-4-methoxybenzophenone (0.3 g, 1.2 mmol), diethylcarbamoylmethylphosphonate (0.25 g, 1.3 mmol) and lithium hexamethyldisilazide (1 mL, 1.3 mmol, 1.3M) with a reaction time of 54 hours at reflux. The crude mixture was purified by flash column chromatography (silica gel, 45% ethyl acetate/methylene chloride) to afford 0.06 g (17%) of a mixture of the E and Z isomers as an oil: 1H NMR (CDCl3) δ 7.54-7.19 ... Starting materials: COc1ccc(C(C#Cc2ccccc2)CNC(=O)CNC(=O)OC(C)(C)C)cc1OC1CCCC1, ClCCl, O=C(O)C(F)(F)F. The product is COc1ccc(C(C#Cc2ccccc2)CNC(=O)CN)cc1OC1CCCC1. Reaction SMILES: [C:1]([O:2][C:3](=[O:4])[NH:8][CH2:9][C:10](=[O:11])[NH:12][CH2:13][CH:14]([C:15]#[C:16][c:17]1[cH:18][cH:19][cH:20][cH:21][cH:22]1)[c:23]1[cH:24][c:25]([O:31][CH:32]2[CH2:33][CH2:34][CH2:35][CH2:36]2)[c:26]([O:29][CH3:30])[cH:27][cH:28]1)([CH3:5])([CH3:6])[CH3:7].[Cl:44][CH2:45][Cl:46].[OH:37][C:38]([C:39]([F:40])([F:41])[F:42])=[O:43]>>[NH2:8][CH2:9][C:10](=[O:11])[NH:12][CH2:13][CH:14]([C:15]#[C:16][c:17]1[cH:18][cH:19][cH:20][cH:21][cH:22]1)[c:23]1[cH:24][c:25]([O:31][CH:32]2[CH2:33][CH2:34][CH2:35][CH2:36]2)[c:26]([O:29][CH3:30])[cH:27][cH:28]1. Procedure: To a suspension of Intermediate 10 (25 mg, 0.061 mmol) in DMF is added DIPEA (16 μL, 0.092 mmol) followed by TBTU (23.5 mg, 0.073 mmol). The reaction mixture is stirred for 5 min before adding N-Boc-ethylenediamine (12 μL, 0.073 mmol) and stirring is continued for 2 h. The reaction mixture is diluted with EtOAc (20 mL) and is washed with sat. aq. NaHCO3 (15 mL). The org. phase is then dried over Na2SO4, filtered, and evaporated to give a yellow oil that is purified by prep. TLC (eluting with DCM... The product is C(C)(C)(C)OC(NCCNC(CCC1=C(C=C(C=C1C)C1=NOC(=N1)C1=NC(=NC(=C1)C)NC(C)C)CC)=O)=O ([2-(3-{2-ethyl-4-[5-(2-isopropylamino-6-methyl-pyrimidin-4-yl)-[1,2,4]oxadiazol-3-yl]-6-methyl-phenyl}-propionylamino)-ethyl]-carbamic acid tert-butyl ester). Reaction SMILES: Cl.[CH2:2]([C:4]1[CH:9]=[C:8]([C:10]2[N:14]=[C:13]([C:15]3[CH:20]=[C:19]([CH3:21])[N:18]=[C:17]([NH:22][CH:23]([CH3:25])[CH3:24])[N:16]=3)[O:12][N:11]=2)[CH:7]=[C:6]([CH3:26])[C:5]=1[CH2:27][CH2:28][C:29](O)=[O:30])[CH3:3].CCN(C(C)C)C(C)C.CN(C(ON1N=NC2C=CC=CC1=2)=[N+](C)C)C.[B-](F)(F)(F)F.[C:63]([NH:70][CH2:71][CH2:72][NH2:73])([O:65][C:66]([CH3:69])([CH3:68])[CH3:67])=[O:64]>CN(C=O)C.CCOC(C)=O>[C:66]([O:65][C:63](=[O:64])[NH:70][CH2:71][CH2:72][NH:73][C:29](=[O:30])[CH2:28][CH2:27][C:5]1[C:6]([CH3:26])=[CH:7][C:8]([C:10]2[N:14]=[C:13]([C:15]3[CH:20]=[C:19]([CH3:21])[N:18]=[C:17]([NH:22][CH:23]([CH3:25])[CH3:24])[N:16]=3)[O:12][N:11]=2)=[CH:9][C:4]=1[CH2:2][CH3:3])([CH3:67])([CH3:68])[CH3:69] |f:0.1,3.4|. Run in CN(C)C=O (DMF), CCOC(=O)C (EtOAc). Conditions: time 5 minute. The reactants are CCN(C(C)C)C(C)C (DIPEA), C(=O)(OC(C)(C)C)NCCN (N-Boc-ethylenediamine), Cl.C(C)C1=C(C(=CC(=C1)C1=NOC(=N1)C1=NC(=NC(=C1)C)NC(C)C)C)CCC(=O)O (3-{2-ethyl-4-[5-(2-isopropylamino-6-methyl-pyrimidin-4-yl)-[1,2,4]oxadiazol-3-yl]-6-methyl-phenyl}-propionic acid hydrochloride), CN(C)C(=[N+](C)C)ON1C2=C(C=CC=C2)N=N1.[B-](F)(F)(F)F (TBTU). The yield is 80.2%.